Dataset: the Open Reaction Database (ORD), a public repository of structured organic reaction records. Task: describe an organic reaction: reactants, conditions, products, and yield Reactants: NC1=NC(=CC(=N1)N1C[C@H](CC[C@H]1C)NC(C1=CC=CC=C1)=O)C1=CC(=C(C=C1)C#N)F (N-{(3S,6R)-1-[2-amino-6-(4-cyano-3-fluorophenyl)-4-pyrimidinyl]-6-methyl-3-piperidinyl}benzamide), O.NN (hydrazine monohydrate). The solvent is C(C)O (ethanol). Run at temperature 100 celsius. The product is NC1=NC(=CC(=N1)N1C[C@H](CC[C@H]1C)NC(C1=CC=CC=C1)=O)C1=CC=C2C(=NNC2=C1)N (N-{(3S,6R)-1-[2-Amino-6-(3-amino-1H-indazol-6-yl)-4-pyrimidinyl]-6-methyl-3-piperidinyl}benzamide). The yield is 19.3%. Reaction SMILES: [NH2:1][C:2]1[N:7]=[C:6]([N:8]2[C@H:13]([CH3:14])[CH2:12][CH2:11][C@H:10]([NH:15][C:16](=[O:23])[C:17]3[CH:22]=[CH:21][CH:20]=[CH:19][CH:18]=3)[CH2:9]2)[CH:5]=[C:4]([C:24]2[CH:29]=[CH:28][C:27]([C:30]#[N:31])=[C:26](F)[CH:25]=2)[N:3]=1.O.[NH2:34][NH2:35]>C(O)C>[NH2:1][C:2]1[N:7]=[C:6]([N:8]2[C@H:13]([CH3:14])[CH2:12][CH2:11][C@H:10]([NH:15][C:16](=[O:23])[C:17]3[CH:22]=[CH:21][CH:20]=[CH:19][CH:18]=3)[CH2:9]2)[CH:5]=[C:4]([C:24]2[CH:25]=[C:26]3[C:27]([C:30]([NH2:31])=[N:34][NH:35]3)=[CH:28][CH:29]=2)[N:3]=1 |f:1.2|. Procedure details: To N-{(3S,6R)-1-[2-amino-6-(4-cyano-3-fluorophenyl)-4-pyrimidinyl]-6-methyl-3-piperidinyl}benzamide (101 mg, 0.234 mmol) in ethanol (2 mL) into a 5 mL sealable vial was added hydrazine monohydrate (0.22 mL, 7.02 mmol), and the reaction was capped and heat overnight at 100° C. The reaction was concentrated, re dissolved in 1 mL of DMSO, and purified on HPLC (HPLC condition: open-access Gilson using Unipoint software with a Varian Polaris 5u C18(2) 100A, 50×30.00 mm 5 micron. 10-minute run (30 ml/...